This data is from the Open Reaction Database (ORD), a public repository of structured organic reaction records. The task is: describe an organic reaction: reactants, conditions, products, and yield Starting materials: CCO, CC1C([N+](=O)[O-])=CC(C(=O)O)=C(N)C1(C(N)=O)[N+](=O)[O-], O. Yields the product CC1C([N+](=O)[O-])=CC(C(=O)O)=C(N)C1(N)C(N)=O. Reaction SMILES: [CH3:21][CH2:22][OH:23].[NH2:1][C:2]1=[C:7]([C:8](=[O:9])[OH:10])[CH:6]=[C:5]([N+:11](=[O:12])[O-:13])[CH:4]([CH3:14])[C:3]1([C:15](=[O:16])[NH2:17])[N+:18]([O-:19])=[O:20].[OH2:24]>>[NH2:1][C:2]1=[C:7]([C:8](=[O:9])[OH:10])[CH:6]=[C:5]([N+:11](=[O:12])[O-:13])[CH:4]([CH3:14])[C:3]1([C:15](=[O:16])[NH2:17])[NH2:18]. Run in [OH-].[Na+] (sodium hydroxide). The product is COC1=CC=C(C=C1)C(C(=O)O)=O (4-methoxyphenylglyoxylic acid). RXN SMILES: C([O:3][C:4](=[O:15])[C:5]([C:7]1[CH:12]=[CH:11][C:10]([O:13][CH3:14])=[CH:9][CH:8]=1)=[O:6])C.CO>[OH-].[Na+]>[CH3:14][O:13][C:10]1[CH:9]=[CH:8][C:7]([C:5](=[O:6])[C:4]([OH:15])=[O:3])=[CH:12][CH:11]=1 |f:2.3|. Run at temperature 80 celsius. Procedure: 4-Methoxyphenylglyoxylic ethyl ester obtained in Example 20 was dissolved in 20% sodium hydroxide (60 mg) and methanol (600 ml) and then stirred for 3 hours with heating at 80° C. When the reaction is completed, the reaction solution was extracted with diethyl ether (200 mg) and the obtained aqueous solution was acidified (pH 1-2) with hydrochloric acid. The resulting aqueous acidic solution was extracted with dichloromethane, and the extract was dried over anhydrous magnesium sulfate and then c... The reactants are C(C)OC(C(=O)C1=CC=C(C=C1)OC)=O (4-methoxyphenylglyoxylic ethyl ester), CO (methanol). Starting materials: ClC1=CC=C2C=CC(=NC2=C1)C (7-chloroquinaldine), C(C)(C)[N-]C(C)C.[Li+] (lithium diisopropylamide), C(#N)C=1C=C(CBr)C=CC1 (3-cyanobenzyl bromide). The solvent is C1CCOC1 (THF), C1CCOC1 (THF). Reaction conditions: time 1 hour. The product is ClC1=CC=C2C=CC(=NC2=C1)CCC=1C=C(C#N)C=CC1 (3-(2-(7-chloroquinolin-2-yl)ethyl)benzonitrile). Reaction SMILES: [Cl:1][C:2]1[CH:11]=[C:10]2[C:5]([CH:6]=[CH:7][C:8]([CH3:12])=[N:9]2)=[CH:4][CH:3]=1.C([N-]C(C)C)(C)C.[Li+].[C:21]([C:23]1[CH:24]=[C:25]([CH:28]=[CH:29][CH:30]=1)[CH2:26]Br)#[N:22]>C1COCC1>[Cl:1][C:2]1[CH:11]=[C:10]2[C:5]([CH:6]=[CH:7][C:8]([CH2:12][CH2:26][C:25]3[CH:24]=[C:23]([CH:30]=[CH:29][CH:28]=3)[C:21]#[N:22])=[N:9]2)=[CH:4][CH:3]=1 |f:1.2|. Procedure details: To a solution of 7-chloroquinaldine (17.7 g) in THF (80 mL) at -78° was added a solution of 100 mL lithium diisopropylamide (LDA) (1M) dropwise. After addition the solution was warmed to -20° and added dropwise to 3-cyanobenzyl bromide (20 g) in THF (80 mL) at 0°. The reaction mixture was stirred 1 hr at 0° and warmed to room temperature (30 min). The mixture was partitioned between pH 7 buffer (25% NH4OAc) and ethyl acetate. The organic layer was dried and evaporated. Flash chromatography of th... Starting materials: CN(Cc1ccc(C(F)(F)F)c(F)c1)C1CN(C(=O)CCCCBr)CC1c1ccc(Cl)c(Cl)c1, N#C[K], CN(C)C=O. Yields the product CN(Cc1ccc(C(F)(F)F)c(F)c1)C1CN(C(=O)CCCCC#N)CC1c1ccc(Cl)c(Cl)c1. Reaction SMILES: [Br:1][CH2:2][CH2:3][CH2:4][CH2:5][C:6](=[O:7])[N:8]1[CH2:9][CH:10]([c:27]2[cH:28][c:29]([Cl:34])[c:30]([Cl:33])[cH:31][cH:32]2)[CH:11]([N:13]([CH3:14])[CH2:15][c:16]2[cH:17][c:18]([F:26])[c:19]([C:22]([F:23])([F:24])[F:25])[cH:20][cH:21]2)[CH2:12]1.[K:35][C:36]#[N:37].[O:38]=[CH:39][N:40]([CH3:41])[CH3:42]>>[CH2:2]([CH2:3][CH2:4][CH2:5][C:6](=[O:7])[N:8]1[CH2:9][CH:10]([c:27]2[cH:28][c:29]([Cl:34])[c:30]([Cl:33])[cH:31][cH:32]2)[CH:11]([N:13]([CH3:14])[CH2:15][c:16]2[cH:17][c:18]([F:26])[c:19]([C:22]([F:23])([F:24])[F:25])[cH:20][cH:21]2)[CH2:12]1)[C:36]#[N:37]. Starting materials: C(C)(C)(C)OC(=O)NCC=C (N-tert-butoxycarbonyl allyl amine), C(=O)(O)[O-].[Na+] (NaHCO3), O (water), BrC(=NO)Br (dibromoformaldoxime). Procedure: To a solution of N-tert-butoxycarbonyl allyl amine, 20 gm, in 700 ml of ethyl acetate and containing 65 gm of NaHCO3 and 50 ml of water, was added portion-wise 80 gm of dibromoformaldoxime at room temperature with vigorous stirring. After completion of the reaction, the organic portion was washed with water (2×100 ml), 100 ml each of 5% NaHCO3, brine and dried over anh. MgSO4 and concentrated to give an oil. Purification by chromatography on silica gel gave the desired product as an oil which so... Yields the product C(C)(C)(C)OC(=O)NCC1CC(=NO1)Br (5-(N-tert-butoxycarbonyl-aminomethyl)-3-bromo-4,5-dihydroisoxazole). Solvent: C(C)(=O)OCC (ethyl acetate). RXN SMILES: [C:1]([O:5][C:6]([NH:8][CH2:9][CH:10]=[CH2:11])=[O:7])([CH3:4])([CH3:3])[CH3:2].C([O-])(O)=O.[Na+].O.[Br:18][C:19](Br)=[N:20][OH:21]>C(OCC)(=O)C>[C:1]([O:5][C:6]([NH:8][CH2:9][CH:10]1[O:21][N:20]=[C:19]([Br:18])[CH2:11]1)=[O:7])([CH3:4])([CH3:3])[CH3:2] |f:1.2|.